From a dataset of the Open Reaction Database (ORD), a public repository of structured organic reaction records. describe an organic reaction: reactants, conditions, products, and yield Reactants: C(C)(C)OC1=NC=NC2=CC=C(C=C12)C1=CSC=C1 (4-isopropoxy-6-thiophene-3-yl-quinazoline), BrC=1C=C2C(=NC=NC2=CC1)OC(C)C (6-Bromo-4-isopropoxy-quinazoline), CNC(=O)C1=CC=C(C=C1)B(O)O (4-(N-methylaminocarbonyl)phenyl boronic acid). Yields the product C(C)(C)OC1=NC=NC2=CC=C(C=C12)C1=CC=C(C(=O)NC)C=C1 (4-(4-Isopropoxy-quinazolin-6-yl)-N-methyl-benzamide). RXN SMILES: [CH:1]([O:4][C:5]1[C:14]2[C:9](=[CH:10][CH:11]=[C:12]([C:15]3[CH:19]=[CH:18]S[CH:16]=3)[CH:13]=2)[N:8]=[CH:7][N:6]=1)([CH3:3])[CH3:2].BrC1[CH:22]=[C:23]2C(=CC=1)N=[CH:26][N:25]=[C:24]2[O:31]C(C)C.CNC(C1C=CC(B(O)O)=CC=1)=O>>[CH:1]([O:4][C:5]1[C:14]2[C:9](=[CH:10][CH:11]=[C:12]([C:15]3[CH:19]=[CH:18][C:23]([C:24]([NH:25][CH3:26])=[O:31])=[CH:22][CH:16]=3)[CH:13]=2)[N:8]=[CH:7][N:6]=1)([CH3:3])[CH3:2]. Procedure: The title compound was prepared in an analogous method to 4-isopropoxy-6-thiophene-3-yl-quinazoline, starting with 6-Bromo-4-isopropoxy-quinazoline and using 4-(N-methylaminocarbonyl)phenyl boronic acid. The product was characterized by its mass spectrum MS and HPLC retention time: MS (m/z) 321.03 [M+H]+; HPLC Rt=1.66 minutes (Method A).